This data is from the Open Reaction Database (ORD), a public repository of structured organic reaction records. The task is: describe an organic reaction: reactants, conditions, products, and yield Starting materials: C(C1=CC=CC=C1)OC1=CC=C(C=C1)C1=NC(=CC=C1C1=CC=C(C=C1)OC)C1=CC=C(C=C1)F (2-(4-benzyloxyphenyl)-3-(4-methoxyphenyl)-6-(4-fluorophenyl)pyridine). The reagents and catalysts are [Pd] (Pd), [Pd] (Pd). Solvent: C1CCOC1.CCO (THF EtOH). Reaction conditions: time 4 hour. The product is OC1=CC=C(C=C1)C1=NC(=CC=C1C1=CC=C(C=C1)OC)C1=CC=C(C=C1)F (2-(4-Hydroxyphenyl)-3-(4-methoxyphenyl)-6-(4-fluorophenyl)pyridine). Yield: 89.1%. As a reaction SMILES: C([O:8][C:9]1[CH:14]=[CH:13][C:12]([C:15]2[C:20]([C:21]3[CH:26]=[CH:25][C:24]([O:27][CH3:28])=[CH:23][CH:22]=3)=[CH:19][CH:18]=[C:17]([C:29]3[CH:34]=[CH:33][C:32]([F:35])=[CH:31][CH:30]=3)[N:16]=2)=[CH:11][CH:10]=1)C1C=CC=CC=1>C1COCC1.CCO.[Pd]>[OH:8][C:9]1[CH:14]=[CH:13][C:12]([C:15]2[C:20]([C:21]3[CH:26]=[CH:25][C:24]([O:27][CH3:28])=[CH:23][CH:22]=3)=[CH:19][CH:18]=[C:17]([C:29]3[CH:34]=[CH:33][C:32]([F:35])=[CH:31][CH:30]=3)[N:16]=2)=[CH:11][CH:10]=1 |f:1.2|. Procedure: The 2-(4-benzyloxyphenyl)-3-(4-methoxyphenyl)-6-(4-fluorophenyl)pyridine (1.2 g, 2.6 mmol) was dissolved in 50 mL of THF/ EtOH (1:1), 5% Pd/ C (0.3 g, 0.14 mmol Pd) added, and the reaction mixture hydrogenated at 40 psi for 4 h at rt. The reaction mixture was filtered and concentrated to give 0.86 g (90% yield) of white foam: mp 143°-145° C.; 1H NMR (CDCl3) d 3.83 (s, 3H, OCH3), 4.78 (s, 1H, ArOH), 6.72-6.75 (d, 2H, J=8 Hz, ArH), 6.84-6.87 (d, 2H, J=8 Hz, ArH), 7.14-7.27 (m, 4H, ArH), 7.37-7.40 ...